Dataset: the Open Reaction Database (ORD), a public repository of structured organic reaction records. Task: describe an organic reaction: reactants, conditions, products, and yield Reactants: FC1=C(C(=O)NC(CO)(C)C)C(=CC(=C1)OC)F (2,6-Difluoro-N-(2-hydroxy-1,1-dimethylethyl)-4-methoxybenzamide), C1(CCCCC1)[Mg]Cl (Cyclohexylmagnesium chloride), ice, O (Water), C(C)(=O)OCC (ethyl acetate). Solvent: O1CCCC1 (tetrahydrofuran). Reaction conditions: time 2 hour. The product is C1(CCCCC1)C1=C(C(=CC(=C1)OC)F)C=1OCC(N1)(C)C (2-(2-Cyclohexyl-6-fluoro-4-methoxyphenyl)-4,4-dimethyl-4,5-dihydro-1,3-oxazole). As a reaction SMILES: [CH:1]1([Mg]Cl)[CH2:6][CH2:5][CH2:4][CH2:3][CH2:2]1.[F:9][C:10]1[CH:23]=[C:22]([O:24][CH3:25])[CH:21]=[C:20](F)[C:11]=1[C:12]([NH:14][C:15]([CH3:19])([CH3:18])[CH2:16][OH:17])=O.O.C(OCC)(=O)C>O1CCCC1>[CH:1]1([C:20]2[CH:21]=[C:22]([O:24][CH3:25])[CH:23]=[C:10]([F:9])[C:11]=2[C:12]2[O:17][CH2:16][C:15]([CH3:19])([CH3:18])[N:14]=2)[CH2:6][CH2:5][CH2:4][CH2:3][CH2:2]1. Procedure: Cyclohexylmagnesium chloride (22 mL, 2M in diethyl ether, 44 mmol) was added slowly to an ice-cooled solution of the compound from preparation 2 (9.64 g, 40 mmol) in tetrahydrofuran (100 mL), and the solution then stirred at room temperature for 2 hours. Water (10 mL) was added, the mixture poured into ethyl acetate, and washed with a solution of ethylenediaminetetracetic acid disodium salt (24 g) in water (200 mL), then 1N sodium hydroxide solution (100 mL) and brine. The organic solution was d...